Dataset: the Open Reaction Database (ORD), a public repository of structured organic reaction records. Task: describe an organic reaction: reactants, conditions, products, and yield The reactants are OCC1=CC(=NN1C1=CC=C(C=C1)O)C (4-(5-hydroxymethyl-3-methylpyrazol-1-yl)phenol), C([O-])([O-])=O.[K+].[K+] (potassium carbonate), ClCCCN1CCCC1 (1-(3-chloropropyl)pyrrolidine). The solvent is CC(CC)=O (2-butanone), O (water). Run at temperature 80 celsius. Yields the product CC=1C=C(N(N1)C1=CC=C(C=C1)OCCCN1CCCC1)CO ({5-Methyl-2-[4-(3-pyrrolidin-1-ylpropoxy)phenyl]-2H-pyrazol-3-yl}methanol). Yield: 62.4%. As a reaction SMILES: [OH:1][CH2:2][C:3]1[N:7]([C:8]2[CH:13]=[CH:12][C:11]([OH:14])=[CH:10][CH:9]=2)[N:6]=[C:5]([CH3:15])[CH:4]=1.C(=O)([O-])[O-].[K+].[K+].Cl[CH2:23][CH2:24][CH2:25][N:26]1[CH2:30][CH2:29][CH2:28][CH2:27]1>CC(=O)CC.O>[CH3:15][C:5]1[CH:4]=[C:3]([CH2:2][OH:1])[N:7]([C:8]2[CH:13]=[CH:12][C:11]([O:14][CH2:23][CH2:24][CH2:25][N:26]3[CH2:30][CH2:29][CH2:28][CH2:27]3)=[CH:10][CH:9]=2)[N:6]=1 |f:1.2.3|. Procedure details: To a solution of 4-(5-hydroxymethyl-3-methylpyrazol-1-yl)phenol (326 mg, 1.60 mmol) in 2-butanone (8 mL) was added potassium carbonate (243 mg, 1.76 mmol) and 1-(3-chloropropyl)pyrrolidine (260 mg, 1.76 mmol). The reaction was heated overnight at 80° C. After the reaction was diluted with water and extracted with methylene chloride, the organic layer was dried (MgSO4) and concentrated to give 315 mg of the desired product. LC-MS (C18H25N3O2 calculated 315) m/z 316 (M+H). Starting materials: NC1(CC(CC1CO)O)C1=CC(=C(C=C1)F)Br (racemic (1RS,3SR,4RS)-3-amino-3-(3-bromo-4-fluorophenyl)-4-(hydroxymethyl)cyclopentanol), C(C1=CC=CC=C1)(=O)N=C=S (benzoyl isothiocyanate). Solvent: C1CCOC1 (THF). Run at time 1.5 hour. Product: BrC=1C=C(C=CC1F)C1(C(CC(C1)O)CO)NC(=S)NC(C1=CC=CC=C1)=O (Racemic N-((1SR,2RS,4RS)-1-(3-Bromo-4-fluorophenyl)-4-hydroxy-2-(hydroxymethyl)cyclopentylcarbamothioyl)benzamide), mixture. The yield is 76.0%. RXN SMILES: [NH2:1][C:2]1([C:10]2[CH:15]=[CH:14][C:13]([F:16])=[C:12]([Br:17])[CH:11]=2)[CH:6]([CH2:7][OH:8])[CH2:5][CH:4]([OH:9])[CH2:3]1.[C:18]([N:26]=[C:27]=[S:28])(=[O:25])[C:19]1[CH:24]=[CH:23][CH:22]=[CH:21][CH:20]=1>C1COCC1>[Br:17][C:12]1[CH:11]=[C:10]([C:2]2([NH:1][C:27]([NH:26][C:18](=[O:25])[C:19]3[CH:20]=[CH:21][CH:22]=[CH:23][CH:24]=3)=[S:28])[CH2:3][CH:4]([OH:9])[CH2:5][CH:6]2[CH2:7][OH:8])[CH:15]=[CH:14][C:13]=1[F:16]. Reported procedure: To a solution of racemic (1RS,3SR,4RS)-3-amino-3-(3-bromo-4-fluorophenyl)-4-(hydroxymethyl)cyclopentanol (0.48 g, 1.58 mmol) in THF (6.31 mL) is added benzoyl isothiocyanate (0.263 g, 1.58 mmol) and the mixture is stirred at room temperature for 1.5 h. The solvent is removed under reduced pressure and the crude product is purified by silica gel chromatography, eluting with a linear gradient of 0% to 10% methanol in dichloromethane over 20 minutes to give the title compound as racemic mixture (0.... Starting materials: O[C@@H](CN(C(OC(C)(C)C)=O)CCOC1=CC=C(C=C1)I)C1=CC=CC=C1 (tert-butyl [(2R)-2-hydroxy-2-phenylethyl][2-(4-iodophenoxy)ethyl]carbamate), C1(CCCCC1)NC=1C=C(C=CC1C(=O)NS(=O)(=O)CCCO)B(O)O ([3-(cyclohexylamino)-4-[[[(3-hydroxypropyl)sulfonyl]amino]-carbonyl]phenyl]boronic acid), C([O-])([O-])=O.[Na+].[Na+] (sodium carbonate), Cl (hydrochloric acid). The reagents and catalysts are C1(=CC=CC=C1)P([C-]1C=CC=C1)C1=CC=CC=C1.[C-]1(C=CC=C1)P(C1=CC=CC=C1)C1=CC=CC=C1.[Fe+2] (1,1′-bis(diphenylphosphino)ferrocene), C1=CC=C(C=C1)P([C-]2C=CC=C2)C3=CC=CC=C3.C1=CC=C(C=C1)P([C-]2C=CC=C2)C3=CC=CC=C3.Cl[Pd]Cl.[Fe+2] ([1,1′-bis(diphenylphosphino)ferrocene]dichloropalladium). Run in C1(=CC=CC=C1)C (toluene), C(C)O (ethanol), C(C)(=O)OCC (ethyl acetate). Run at temperature 75 celsius, time 2 hour. Product: C1(CCCCC1)NC=1C=C(C=CC1C(=O)NS(=O)(=O)CCCO)C1=CC=C(C=C1)OCCN(C(OC(C)(C)C)=O)C[C@@H](C1=CC=CC=C1)O (tert-butyl [2-[[3′-(cyclohexylamino)-4′-[[[(3-hydroxypropyl)sulfonyl]amino]carbonyl]-4-biphenylyl]oxy]ethyl][(2R)-2-hydroxy-2-phenylethyl]-carbamate). Yield: 35.3%. As a reaction SMILES: [OH:1][C@H:2]([C:22]1[CH:27]=[CH:26][CH:25]=[CH:24][CH:23]=1)[CH2:3][N:4]([CH2:12][CH2:13][O:14][C:15]1[CH:20]=[CH:19][C:18](I)=[CH:17][CH:16]=1)[C:5](=[O:11])[O:6][C:7]([CH3:10])([CH3:9])[CH3:8].[CH:28]1([NH:34][C:35]2[CH:36]=[C:37](B(O)O)[CH:38]=[CH:39][C:40]=2[C:41]([NH:43][S:44]([CH2:47][CH2:48][CH2:49][OH:50])(=[O:46])=[O:45])=[O:42])[CH2:33][CH2:32][CH2:31][CH2:30][CH2:29]1.C(=O)([O-])[O-].[Na+].[Na+].Cl>C1(C)C=CC=CC=1.C(O)C.C1(P(C2C=CC=CC=2)[C-]2C=CC=C2)C=CC=CC=1.[C-]1(P(C2C=CC=CC=2)C2C=CC=CC=2)C=CC=C1.[Fe+2].C1C=CC(P(C2C=CC=CC=2)[C-]2C=CC=C2)=CC=1.C1C=CC(P(C2C=CC=CC=2)[C-]2C=CC=C2)=CC=1.Cl[Pd]Cl.[Fe+2].C(OCC)(=O)C>[CH:28]1([NH:34][C:35]2[CH:36]=[C:37]([C:18]3[CH:19]=[CH:20][C:15]([O:14][CH2:13][CH2:12][N:4]([CH2:3][C@H:2]([OH:1])[C:22]4[CH:27]=[CH:26][CH:25]=[CH:24][CH:23]=4)[C:5](=[O:11])[O:6][C:7]([CH3:10])([CH3:9])[CH3:8])=[CH:16][CH:17]=3)[CH:38]=[CH:39][C:40]=2[C:41]([NH:43][S:44]([CH2:47][CH2:48][CH2:49][OH:50])(=[O:46])=[O:45])=[O:42])[CH2:29][CH2:30][CH2:31][CH2:32][CH2:33]1 |f:2.3.4,8.9.10,11.12.13.14|. Reported procedure: To a solution of tert-butyl [(2R)-2-hydroxy-2-phenylethyl][2-(4-iodophenoxy)ethyl]carbamate (250 mg) and [3-(cyclohexylamino)-4-[[[(3-hydroxypropyl)sulfonyl]amino]-carbonyl]phenyl]boronic acid (258 mg) in toluene (3.0 ml) and ethanol (750 μl) were added 1,1′-bis(diphenylphosphino)ferrocene (29 mg), sodium carbonate aqueous solution (2M, 830 μl) and [1,1′-bis(diphenylphosphino)ferrocene]dichloropalladium (38 mg) at room temperature under nitrogen and stirred at 75° C. for 2 hours. The reaction mi... Reactants: ClC(C1=CC=CC=C1)N1OC(=CC1=O)C (2-(α-chlorobenzyl)-5-methyl-4-isoxazolin-3-one), P(=S)(OCC)(OCC)[S-].[K+] (potassium O,O-diethyl dithiophosphate), C1=CC=CC=C1 (benzene). Run in CC(=O)C (acetone). Yields the product P(OCC)(OCC)(=S)SC(C1=CC=CC=C1)N1OC(=CC1=O)C (O,O-diethyl S-[α-(5-methyl-3-oxo-4-isoxazolin-2-yl)benzyl] phosphorodithioate). Isolated yield 62.2%. Reaction SMILES: Cl[CH:2]([N:9]1[C:13](=[O:14])[CH:12]=[C:11]([CH3:15])[O:10]1)[C:3]1[CH:8]=[CH:7][CH:6]=[CH:5][CH:4]=1.[P:16]([S-:24])([O:21][CH2:22][CH3:23])([O:18][CH2:19][CH3:20])=[S:17].[K+].C1C=CC=CC=1>CC(C)=O>[P:16]([S:24][CH:2]([N:9]1[C:13](=[O:14])[CH:12]=[C:11]([CH3:15])[O:10]1)[C:3]1[CH:8]=[CH:7][CH:6]=[CH:5][CH:4]=1)(=[S:17])([O:21][CH2:22][CH3:23])[O:18][CH2:19][CH3:20] |f:1.2|. Procedure: To a solution of 1.12 g of 2-(α-chlorobenzyl)-5-methyl-4-isoxazolin-3-one in 15 ml of acetone were added 1.12 g of potassium O,O-diethyl dithiophosphate, and the mixture was then shaken for several minutes. After this, 20 ml of benzene were added to the reaction mixture and then most of the acetone was distilled off. After filtering the solution, the solvent was distilled from the filtrate and the remaining yellowish-brown oil was purified by column chromatography through silica gel eluted with ... The reactants are [O-]S(=O)(=O)C(F)(F)F.[Li+] (lithium triflate), [Cl-].ClC[N+]12CCN(CC1)CC2 (1-chloromethyl-4-aza-1-azoniabicyclo[2,2,2]-octane chloride). Run in C(C)#N (acetonitrile), solvent. Reaction conditions: time 8 hour. Yields the product [O-]S(=O)(=O)C(F)(F)F.ClC[N+]12CCN(CC1)CC2 (1-chloromethyl-4-aza-1-azoniabicyclo [2,2,2]octane triflate). The yield is 88.1%. Reaction SMILES: [O-:1][S:2]([C:5]([F:8])([F:7])[F:6])(=[O:4])=[O:3].[Li+].[Cl-].[Cl:11][CH2:12][N+:13]12[CH2:20][CH2:19][N:16]([CH2:17][CH2:18]1)[CH2:15][CH2:14]2>C(#N)C>[O-:4][S:2]([C:5]([F:8])([F:7])[F:6])(=[O:3])=[O:1].[Cl:11][CH2:12][N+:13]12[CH2:20][CH2:19][N:16]([CH2:17][CH2:18]1)[CH2:15][CH2:14]2 |f:0.1,2.3,5.6|. Reported procedure: A solution of lithium triflate (3.81 g, 24.4 mmol) in dry acetonitrile (20 cm3) was added to a stirred slurry of 1-chloromethyl-4-aza-1-azoniabicyclo[2,2,2]-octane chloride (4.81 g, 24.4 mmol) in the same solvent (25 cm3) at ambient temperature under dry nitrogen. After being stirred overnight, the reaction mixture was filtered to remove lithium chloride, and the latter was washed with dry acetonitrile (20 cm3). Evaporation of the washings and the filtrate left a yellowish white solid which was ...